From a dataset of the Open Reaction Database (ORD), a public repository of structured organic reaction records. describe an organic reaction: reactants, conditions, products, and yield The reactants are 13.2, C(C1=CC=CC=C1)(=O)C(C)N1CCC(CC1)(COC)N(C(CC)=O)C1=CC=CC=C1 (N-[1-(1-benzoylethyl)-4-(methoxymethyl)-4-piperidinyl]-N-phenylpropanamide), [BH4-].[Na+] (sodium borohydride). Solvent: CO (methanol). Reaction conditions: time 8 hour. Product: OC(C(C)N1CCC(CC1)(COC)N(C(CC)=O)C1=CC=CC=C1)C1=CC=CC=C1 (N-[1-(2-hydroxy-1-methyl-2-phenylethyl)-4-(methoxymethyl)-4-piperidinyl]-N-phenylpropanamide). As a reaction SMILES: [C:1]([CH:9]([N:11]1[CH2:16][CH2:15][C:14]([N:20]([C:25]2[CH:30]=[CH:29][CH:28]=[CH:27][CH:26]=2)[C:21](=[O:24])[CH2:22][CH3:23])([CH2:17][O:18][CH3:19])[CH2:13][CH2:12]1)[CH3:10])(=[O:8])[C:2]1[CH:7]=[CH:6][CH:5]=[CH:4][CH:3]=1.[BH4-].[Na+]>CO>[OH:8][CH:1]([C:2]1[CH:3]=[CH:4][CH:5]=[CH:6][CH:7]=1)[CH:9]([N:11]1[CH2:16][CH2:15][C:14]([N:20]([C:25]2[CH:26]=[CH:27][CH:28]=[CH:29][CH:30]=2)[C:21](=[O:24])[CH2:22][CH3:23])([CH2:17][O:18][CH3:19])[CH2:13][CH2:12]1)[CH3:10] |f:1.2|. Procedure: To a stirred solution of 13.2 parts of N-[1-(1-benzoylethyl)-4-(methoxymethyl)-4-piperidinyl]-N-phenylpropanamide in 164 parts of methanol are added portionwise 1.34 parts of sodium borohydride (slightly exothermic reaction). Upon completion, stirring is continued first for 2 hours at 35° C. and further overnight at room temperature. The reaction mixture is evaporated. The residue is taken up in 50 parts of water and the whole is warmed for a while. After cooling, the product is extracted three ... Starting materials: CCOC(C)=O, CCCCCC, CSc1nc(Cl)c2c(n1)N(c1c(F)cccc1F)C(=O)NC2, ClCCl, O=C(OO)c1cccc(Cl)c1. Product: CS(=O)c1nc(Cl)c2c(n1)N(c1c(F)cccc1F)C(=O)NC2. RXN SMILES: [CH3:34][CH2:35][O:36][C:37]([CH3:38])=[O:39].[CH3:40][CH2:41][CH2:42][CH2:43][CH2:44][CH3:45].[Cl:1][c:2]1[c:3]2[c:4]([n:5][c:6]([S:8][CH3:9])[n:7]1)[N:10]([c:15]1[c:16]([F:22])[cH:17][cH:18][cH:19][c:20]1[F:21])[C:11](=[O:14])[NH:12][CH2:13]2.[Cl:46][CH2:47][Cl:48].[OH:23][O:24][C:25]([c:26]1[cH:27][c:28]([Cl:29])[cH:30][cH:31][cH:32]1)=[O:33]>>[Cl:1][c:2]1[c:3]2[c:4]([n:5][c:6]([S:8]([CH3:9])=[O:23])[n:7]1)[N:10]([c:15]1[c:16]([F:22])[cH:17][cH:18][cH:19][c:20]1[F:21])[C:11](=[O:14])[NH:12][CH2:13]2. Reactants: Cc1ccccc1, OCC#Cc1ccc(C(F)(F)F)cc1Cl. The product is OCCCc1ccc(C(F)(F)F)cc1Cl. RXN SMILES: [CH3:16][c:17]1[cH:18][cH:19][cH:20][cH:21][cH:22]1.[Cl:1][c:2]1[c:3]([C:12]#[C:13][CH2:14][OH:15])[cH:4][cH:5][c:6]([C:8]([F:9])([F:10])[F:11])[cH:7]1>>[Cl:1][c:2]1[c:3]([CH2:12][CH2:13][CH2:14][OH:15])[cH:4][cH:5][c:6]([C:8]([F:9])([F:10])[F:11])[cH:7]1. Starting materials: Cl, NCc1ccc(C(=O)Nc2ccc(Cl)c(-c3ccccn3)c2)c(Cl)c1, O=C(O)c1ccccn1. Reaction SMILES: [ClH:1].[NH2:2][CH2:3][c:4]1[cH:5][c:6]([Cl:26])[c:7]([C:8](=[O:9])[NH:10][c:11]2[cH:12][c:13](-[c:18]3[n:19][cH:20][cH:21][cH:22][cH:23]3)[c:14]([Cl:17])[cH:15][cH:16]2)[cH:24][cH:25]1.[OH:27][C:28](=[O:29])[c:30]1[cH:31][cH:32][cH:33][cH:34][n:35]1>>[NH:2]([CH2:3][c:4]1[cH:5][c:6]([Cl:26])[c:7]([C:8](=[O:9])[NH:10][c:11]2[cH:12][c:13](-[c:18]3[n:19][cH:20][cH:21][cH:22][cH:23]3)[c:14]([Cl:17])[cH:15][cH:16]2)[cH:24][cH:25]1)[C:28](=[O:27])[c:30]1[cH:31][cH:32][cH:33][cH:34][n:35]1. The product is O=C(NCc1ccc(C(=O)Nc2ccc(Cl)c(-c3ccccn3)c2)c(Cl)c1)c1ccccn1. The reactants are OC=1C=CC(=NC1)C (5-hydroxy-2-methylpyridine), C(CCC)[Li] (n-butyllithium), C(C)(=O)O (acetic acid), C1CCCCC1 (cyclohexane). Run in O1CCCC1 (tetrahydrofuran). Reaction conditions: time 1 hour. Product: OC=1C=CC(=NC1)CC1(CCCCC1)O (5-hydroxy-2-[(1-hydroxycyclohexyl)methyl]pyridine). As a reaction SMILES: [OH:1][C:2]1[CH:3]=[CH:4][C:5]([CH3:8])=[N:6][CH:7]=1.C([Li])CCC.[CH2:14]1[CH2:19][CH2:18][CH2:17][CH2:16][CH2:15]1.C(O)(=[O:22])C>O1CCCC1>[OH:1][C:2]1[CH:3]=[CH:4][C:5]([CH2:8][C:14]2([OH:22])[CH2:19][CH2:18][CH2:17][CH2:16][CH2:15]2)=[N:6][CH:7]=1. Procedure: To a solution of 5-hydroxy-2-methylpyridine (10.66 g) in tetrahydrofuran (426 ml) was added a solution of n-butyllithium (1.5M in hexane, 143 ml) at -30°~-10° C. The reaction mixture was allowed to warm to room temperature and stirred for 1 hour at room temperature. After cooling to -78° C., cyclohexane (11.14 ml) was added dropwise and allowed to warm to 0° C. and stirred for 30 minutes at 0° C. After addition of acetic acid (24.6 ml), the solvent was distilled off and the residue was diluted w...